The task is: describe an organic reaction: reactants, conditions, products, and yield. This data is from the Open Reaction Database (ORD), a public repository of structured organic reaction records. Starting materials: O (H2O), FC(C1=CC=C(C=C1)C1NCCC2=CC=CC=C12)(F)F (1-(4-(trifluoromethyl)phenyl)-1,2,3,4-tetrahydroisoquinoline), CCN(C(C)C)C(C)C (DIEA), C1(=CC=CC=C1)CC(=O)Cl (phenylacetyl chloride). Run in C(Cl)Cl (DCM). Run at time 16 hour. Product: C1(=CC=CC=C1)CC(=O)N1C(C2=CC=CC=C2CC1)C1=CC=C(C=C1)C(F)(F)F (2-Phenyl-1-(1-(4-(trifluoromethyl)phenyl)-3,4-dihydroisoquinolin-2(1H)-yl)ethanone). Reaction SMILES: [F:1][C:2]([F:20])([F:19])[C:3]1[CH:8]=[CH:7][C:6]([CH:9]2[C:18]3[C:13](=[CH:14][CH:15]=[CH:16][CH:17]=3)[CH2:12][CH2:11][NH:10]2)=[CH:5][CH:4]=1.CCN(C(C)C)C(C)C.[C:30]1([CH2:36][C:37](Cl)=[O:38])[CH:35]=[CH:34][CH:33]=[CH:32][CH:31]=1.O>C(Cl)Cl>[C:30]1([CH2:36][C:37]([N:10]2[CH2:11][CH2:12][C:13]3[C:18](=[CH:17][CH:16]=[CH:15][CH:14]=3)[CH:9]2[C:6]2[CH:5]=[CH:4][C:3]([C:2]([F:1])([F:19])[F:20])=[CH:8][CH:7]=2)=[O:38])[CH:35]=[CH:34][CH:33]=[CH:32][CH:31]=1. Reported procedure: To a solution of 1-(4-(trifluoromethyl)phenyl)-1,2,3,4-tetrahydroisoquinoline (100 mg, 0.36 mmol, example 9 (step 3) and DIEA (62.8 μL, 0.36 mmol) in DCM (2 mL) was added phenylacetyl chloride (47.7 μL, 0.36 mmol). The resulting mixture was stirred at RT for 16 h. Then, H2O (3 mL) was added and the mixture was extracted with DCM (2×5 mL). The combined organic extracts were concentrated and the residue was dissolved in MeOH (1 mL). The solution mixture was purified by preparative HPLC (10-100% of... Yields the product CC(C)Oc1cc(C(C)(C)C)ccc1C1=NC(c2ccc(Cl)cc2)C(c2ccc(Cl)cc2)N1C(=O)N1CCNC(=O)C1. The reactants are CC(C)Oc1cc(C(C)(C)C)ccc1C1=NC(c2ccc(Cl)cc2)C(c2ccc(Cl)cc2)N1C(=O)Cl, O=C1CNCCN1. RXN SMILES: [C:1]([CH3:2])([CH3:3])([CH3:4])[c:5]1[cH:6][c:7]([O:33][CH:34]([CH3:35])[CH3:36])[c:8]([C:11]2=[N:15][CH:14]([c:16]3[cH:17][cH:18][c:19]([Cl:22])[cH:20][cH:21]3)[CH:13]([c:23]3[cH:24][cH:25][c:26]([Cl:29])[cH:27][cH:28]3)[N:12]2[C:30](=[O:31])[Cl:32])[cH:9][cH:10]1.[NH:37]1[C:38](=[O:43])[CH2:39][NH:40][CH2:41][CH2:42]1>>[C:1]([CH3:2])([CH3:3])([CH3:4])[c:5]1[cH:6][c:7]([O:33][CH:34]([CH3:35])[CH3:36])[c:8]([C:11]2=[N:15][CH:14]([c:16]3[cH:17][cH:18][c:19]([Cl:22])[cH:20][cH:21]3)[CH:13]([c:23]3[cH:24][cH:25][c:26]([Cl:29])[cH:27][cH:28]3)[N:12]2[C:30](=[O:31])[N:40]2[CH2:39][C:38](=[O:43])[NH:37][CH2:42][CH2:41]2)[cH:9][cH:10]1.